This data is from the Open Reaction Database (ORD), a public repository of structured organic reaction records. The task is: describe an organic reaction: reactants, conditions, products, and yield Reactants: IC=1C(NC(NC1)=O)=O (5-iodouracil), O=O (oxygen), Bis(triphenylophosphine)palladium (II) chloride, C[Si](C)(C)C#C (trimethylsilylacetylene). The reagents and catalysts are [Cu]I (copper (I) iodide). The solvent is C(C)N(CC)CC (triethylamine), CN(C)C=O (DMF). Run at temperature 50 celsius, time 24 hour. The product is C(#C)C=1C(NC(NC1)=O)=O (5-ethynyluracil). Reaction SMILES: I[C:2]1[C:3](=[O:9])[NH:4][C:5](=[O:8])[NH:6][CH:7]=1.O=O.C[Si]([C:16]#[CH:17])(C)C>C(N(CC)CC)C.CN(C=O)C.[Cu]I>[C:16]([C:2]1[C:3](=[O:9])[NH:4][C:5](=[O:8])[NH:6][CH:7]=1)#[CH:17]. Reported procedure: A solution of 5-iodouracil (8 g, 30 mmol) in redistilled triethylamine (500 mL) and dry DMF (10 mL) was degassed with oxygen-free nitrogen for 15 minutes. Bis(triphenylophosphine)palladium (II) chloride (0.5 g), copper (I) iodide (0.5 g) and trimethylsilylacetylene (10 g, 102 mmol) were then added and the mixture was heated with stirring at 50° C. for 24 hours. The cooled reaction mixture was filtered, the filtrate evaporated to dryness and the residue dissolved in dichloromethane (500 mL). The ... Starting materials: CCC12C=CCN3[C@@H]1[C@@]4(CC3)C=5C=CC(=CC5N([C@H]4[C@]([C@@H]2OC(=O)C)(C(=O)OC)O)C)OC (vindoline), ClC1=CC(=CC=C1)C(=O)OO (m-chloroperbenzoic acid), 1,4-dihydro-1-(sodium-isobutyl-1-carboxylate)-nicotinamide, Ferric chloride, CO (methanol), CCC1=C[C@H]2C[C@]3([C@@H]1N(C2)CCC4=C3NC5=CC=CC=C45)C(=O)OC (catharanthine), FC(C(=O)OC(C(F)(F)F)=O)(F)F (trifluoroacetic anhydride). The solvent is ClCCl (dichloromethane), ClCCl (dichloromethane). Reaction conditions: temperature -40 celsius, time 5 minute. Product: CCC1=C[C@H]2C[C@@](C3=C(CCN(C2)C1)C4=CC=CC=C4N3)(C5=C(C=C6C(=C5)C78CCN9[C@H]7[C@@](C=CC9)([C@H]([C@@]([C@@H]8N6C)(C(=O)OC)O)OC(=O)C)CC)OC)C(=O)OC (3′,4′-dehydrovinblastine), CC[C@@]1(C[C@H]2C[C@@](C3=C(C=4C=CC=CC4N3)CCN(C2)C1)(C=5C=C6C(=CC5OC)N([C@@H]7[C@]68CCN9[C@H]8[C@@](C=CC9)([C@H]([C@@]7(C(=O)OC)O)OC(=O)C)CC)C)C(=O)OC)O (vinblastine), CC[C@]1(C[C@H]2C[C@@](C3=C(CCN(C2)C1)C4=CC=CC=C4N3)(C5=C(C=C6C(=C5)C78CCN9[C@H]7[C@@](C=CC9)([C@H]([C@@]([C@@H]8N6C)(C(=O)OC)O)OC(=O)C)CC)OC)C(=O)OC)O (leurosidine). Yield: 16.0%. As a reaction SMILES: [CH3:1][CH2:2][C:3]1[C@H:8]2[N:9]3[CH2:11][CH2:12][C:13]4[C:21]5[C:16](=[CH:17][CH:18]=[CH:19][CH:20]=5)[NH:15][C:14]=4[C@@:7]2([C:22]([O:24][CH3:25])=[O:23])[CH2:6][C@@H:5]([CH2:10]3)[CH:4]=1.ClC1C=CC=C(C(OO)=[O:34])C=1.[CH3:37][CH2:38][C:39]12[C@@H:57]([O:58][C:59]([CH3:61])=[O:60])[C@:56]([OH:66])([C:62]([O:64][CH3:65])=[O:63])[C@H:55]3[C@@:45]4([C:48]5[CH:49]=[CH:50][C:51]([O:68][CH3:69])=[CH:52][C:53]=5[N:54]3[CH3:67])[CH2:46][CH2:47][N:43]([C@@H:44]14)[CH2:42][CH:41]=[CH:40]2.FC(F)(F)C(OC(=O)C(F)(F)F)=[O:73].CO>ClCCl>[CH3:1][CH2:2][C:3]1[CH2:8][N:9]2[CH2:10][C@H:5]([CH2:6][C@:7]([C:22]([O:24][CH3:25])=[O:23])([C:50]3[CH:49]=[C:48]4[C:45]56[C@@H:55]([N:54]([CH3:67])[C:53]4=[CH:52][C:51]=3[O:68][CH3:69])[C@@:56]([OH:66])([C:62]([O:64][CH3:65])=[O:63])[C@H:57]([O:58][C:59]([CH3:61])=[O:60])[C@:39]3([CH2:38][CH3:37])[CH:40]=[CH:41][CH2:42][N:43]([C@H:44]53)[CH2:47][CH2:46]6)[C:14]3[NH:15][C:16]4[C:21](=[CH:20][CH:19]=[CH:18][CH:17]=4)[C:13]=3[CH2:12][CH2:11]2)[CH:4]=1.[CH3:1][CH2:2][C@@:3]1([OH:34])[CH2:8][N:9]2[CH2:10][C@H:5]([CH2:6][C@:7]([C:22]([O:24][CH3:25])=[O:23])([C:50]3[CH:49]=[C:48]4[C@:45]56[C@@H:44]7[C@:39]([CH2:38][CH3:37])([C@@H:57]([O:58][C:59]([CH3:61])=[O:60])[C@:56]([OH:66])([C:62]([O:64][CH3:65])=[O:63])[C@@H:55]5[N:54]([CH3:67])[C:53]4=[CH:52][C:51]=3[O:68][CH3:69])[CH:40]=[CH:41][CH2:42][N:43]7[CH2:47][CH2:46]6)[C:14]3[NH:15][C:16]4[CH:17]=[CH:18][CH:19]=[CH:20][C:21]=4[C:13]=3[CH2:12][CH2:11]2)[CH2:4]1.[CH3:1][CH2:2][C@:3]1([OH:73])[CH2:8][N:9]2[CH2:10][C@H:5]([CH2:6][C@:7]([C:22]([O:24][CH3:25])=[O:23])([C:50]3[CH:49]=[C:48]4[C:45]56[C@@H:55]([N:54]([CH3:67])[C:53]4=[CH:52][C:51]=3[O:68][CH3:69])[C@@:56]([OH:66])([C:62]([O:64][CH3:65])=[O:63])[C@H:57]([O:58][C:59]([CH3:61])=[O:60])[C@:39]3([CH2:38][CH3:37])[CH:40]=[CH:41][CH2:42][N:43]([C@H:44]53)[CH2:47][CH2:46]6)[C:14]3[NH:15][C:16]4[C:21](=[CH:20][CH:19]=[CH:18][CH:17]=4)[C:13]=3[CH2:12][CH2:11]2)[CH2:4]1. Reported procedure: To a solution of catharanthine (500 mg, 1.5 mmol) in dry dichloromethane (4.5 ml) at −15 C. under a positive atmosphere (greater than 760 mm Hg) of argon there was added m-chloroperbenzoic acid (330 mg, 1.9 mmol) in one portion, and the mixture was stirred at 10° to −15° C. for 5 minutes. After this time, the reaction mixture was cooled to −40° C. and a solution of vindoline (IV, 450 mg, 1 mmol) in dry dichloromethane (1 ml) was added, followed immediately by trifluoroacetic anhydride (1 ml, 7.1... Yield: 40.0%. Reaction SMILES: [OH:1][C:2]1[C:9]([CH3:10])=[CH:8][C:5]([CH:6]=O)=[CH:4][C:3]=1[O:11][CH3:12].C[NH:14][CH2:15][C:16]1[CH:17]=[N:18][CH:19]=[CH:20][CH:21]=1.[P:22]([O-:31])([O:27][CH:28]([CH3:30])[CH3:29])[O:23][CH:24]([CH3:26])[CH3:25].[C:32]1(C)C=CC=CC=1>C1(C)C=CC(S(O)(=O)=O)=CC=1>[OH:1][C:2]1[C:9]([CH3:10])=[CH:8][C:5]([C:6]2[C:20]([CH2:19][N:18]([CH2:17][P:22](=[O:31])([O:27][CH:28]([CH3:30])[CH3:29])[O:23][CH:24]([CH3:26])[CH3:25])[CH3:32])=[CH:21][CH:16]=[CH:15][N:14]=2)=[CH:4][C:3]=1[O:11][CH3:12]. Yields the product OC1=C(C=C(C=C1C)C1=NC=CC=C1CN(C)CP(OC(C)C)(OC(C)C)=O)OC (Diisopropyl α-(4-Hydroxy-3-methoxy-5-methylphenyl)-N-methyl-N-(3-picolyl)-aminomethylphosphonate). Procedure: A mixture of 2.0 g (12 mmol) of 4-hydroxy-3-methoxy-5-methylbenzaldehyde, 1.8 g (13.2 mmol) of N-methyl-3-picolylamine and 2.2 g (13.2 mmol) diisopropyl phosphite dissolved in 15 ml toluene and a catalytic amount of p-toluenesulfonic acid (ca. 2 mg) contained in a flask connected to a Dean Stark apparatus was refluxed for 2 h. The solution was evaporated and the residue was purified by column chromatography (95/5 CHCl3/MeOH) to yield 2.1 g (40%) of a yellow oil. The reagents and catalysts are C1(=CC=C(C=C1)S(=O)(=O)O)C (p-toluenesulfonic acid). The reactants are OC1=C(C=C(C=O)C=C1C)OC (4-hydroxy-3-methoxy-5-methylbenzaldehyde), CNCC=1C=NC=CC1 (N-methyl-3-picolylamine), P(OC(C)C)(OC(C)C)[O-] (diisopropyl phosphite), C1(=CC=CC=C1)C (toluene). The reactants are C(CC)C1=NC2=CC=CC=C2N=C1 (2-(1-propyl)quinoxaline), RuCl[(R)-daipena][(R)-dm-segphos], KO(t-Bu). The solvent is C1(=CC=CC=C1)C (toluene). Run at temperature 40 celsius, time 28 hour. Product: C(CC)[C@@H]1NC2=CC=CC=C2NC1 ((S)-1,2,3,4-tetrahydro-2-(1-propyl)quinoxaline). Yield: 96.8%. As a reaction SMILES: [CH2:1]([C:4]1[CH:13]=[N:12][C:11]2[C:6](=[CH:7][CH:8]=[CH:9][CH:10]=2)[N:5]=1)[CH2:2][CH3:3]>C1(C)C=CC=CC=1>[CH2:1]([C@H:4]1[CH2:13][NH:12][C:11]2[C:6](=[CH:7][CH:8]=[CH:9][CH:10]=2)[NH:5]1)[CH2:2][CH3:3]. Reported procedure: To an argon-purged pressure-resistant glass vessel (100 mL) equipped with a magnetic stir bar, RuCl[(R)-daipena][(R)-dm-segphos] (1.6 mg, 1.4 μmol) and KO(t-Bu) (8.0 mg, 0.071 mmol) were added, and the vessel was purged with argon again. To this vessel, a toluene (1.4 mL) solution containing 2-(1-propyl)quinoxaline (238.5 mg, 1.38 mmol) and being degassed by the freeze-pump-thaw technique in advance was added by pressure transfer using a cannula. An operation in which hydrogen was introduced int... The reactants are C(C(C)C)OC(=O)Cl (Isobutylchloroformate), NC1=NC=C(N=C1OC)C (2-amino-3-methoxy-5-methylpyrazine), N1=CC=CC=C1 (pyridine). Solvent: ClCCl (dichloromethane), ClCCl (dichloromethane). The product is COC=1C(=NC=C(N1)C)NC(OCC(C)C)=O (isobutyl N-(3-methoxy-5-methylpyrazin-2-yl)carbamate). Reaction SMILES: [CH2:1]([O:5][C:6](Cl)=[O:7])[CH:2]([CH3:4])[CH3:3].[NH2:9][C:10]1[C:15]([O:16][CH3:17])=[N:14][C:13]([CH3:18])=[CH:12][N:11]=1.N1C=CC=CC=1>ClCCl>[CH3:17][O:16][C:15]1[C:10]([NH:9][C:6](=[O:7])[O:5][CH2:1][CH:2]([CH3:4])[CH3:3])=[N:11][CH:12]=[C:13]([CH3:18])[N:14]=1. Procedure: Isobutylchloroformate (4.79 ml) was added to a stirred solution of 2-amino-3-methoxy-5-methylpyrazine (5 g) and pyridine (2.91 ml) in dichloromethane (10 ml) at ambient temperature. After 90 minutes the reaction mixture was diluted with dichloromethane (10 ml) and washed with 2M hydrochloric acid (3×20 ml), water (20 ml) and saturated sodium chloride solution (20 ml) and then dried (MgSO4). Volatile material was removed by evaporation to give a solid which was recrystallised from hexane to give ... Reactants: CC(C)(C)OC(=O)C(C)(C)Sc1nc(CCO)cs1, COC(=O)c1ccc(O)cc1, CCOC(=O)[N+](=[N-])C(=O)OCC, C1CCOC1, c1ccc(P(c2ccccc2)c2ccccc2)cc1. Product: COC(=O)c1ccc(OCCc2csc(SC(C)(C)C(=O)OC(C)(C)C)n2)cc1. As a reaction SMILES: [C:1]([CH3:2])([CH3:3])([CH3:4])[O:5][C:6]([C:7]([CH3:8])([CH3:9])[S:10][c:11]1[s:12][cH:13][c:14]([CH2:16][CH2:17][OH:18])[n:15]1)=[O:19].[CH3:20][O:21][C:22]([c:23]1[cH:24][cH:25][c:26]([OH:29])[cH:27][cH:28]1)=[O:30].[N+:50]([C:51]([O:52][CH2:53][CH3:54])=[O:55])([C:56]([O:57][CH2:58][CH3:59])=[O:60])=[N-:61].[O:62]1[CH2:63][CH2:64][CH2:65][CH2:66]1.[c:31]1([P:32]([c:33]2[cH:34][cH:35][cH:36][cH:37][cH:38]2)[c:39]2[cH:40][cH:41][cH:42][cH:43][cH:44]2)[cH:45][cH:46][cH:47][cH:48][cH:49]1>>[C:1]([CH3:2])([CH3:3])([CH3:4])[O:5][C:6]([C:7]([CH3:8])([CH3:9])[S:10][c:11]1[s:12][cH:13][c:14]([CH2:16][CH2:17][O:18][c:26]2[cH:25][cH:24][c:23]([C:22]([O:21][CH3:20])=[O:30])[cH:28][cH:27]2)[n:15]1)=[O:19]. Starting materials: O.NN (hydrazine hydrate), OC1=C(C=CC=C1)C(CCC1=C2C=CNC2=CC=C1)=O (1-(2-hydroxyphenyl)-3-(1H-indol-4-yl)-1-propanone), [OH-].[K+] (potassium hydroxide). The solvent is C(COCCO)O (diethyleneglycol). Run at temperature 140 celsius, time 2 hour. The product is N1C=CC2=C(C=CC=C12)CCCC1=C(C=CC=C1)O (2-[3-(1H-indol-4-yl)-propyl]-phenol). Yield: 78.4%. Reaction SMILES: O.NN.[OH:4][C:5]1[CH:10]=[CH:9][CH:8]=[CH:7][C:6]=1[C:11](=O)[CH2:12][CH2:13][C:14]1[CH:22]=[CH:21][CH:20]=[C:19]2[C:15]=1[CH:16]=[CH:17][NH:18]2.[OH-].[K+]>C(O)COCCO>[NH:18]1[C:19]2[C:15](=[C:14]([CH2:13][CH2:12][CH2:11][C:6]3[CH:7]=[CH:8][CH:9]=[CH:10][C:5]=3[OH:4])[CH:22]=[CH:21][CH:20]=2)[CH:16]=[CH:17]1 |f:0.1,3.4|. Procedure: 22.6 ml of hydrazine hydrate and then 11.6 g of 1-(2-hydroxyphenyl)-3-(1H-indol-4-yl)-1-propanone were slowly added with stirring to 50 ml of diethyleneglycol and then 20 ml of 78% potassium hydroxide were added thereto. The mixture was heated at 140° C. under an inert atmosphere for 30 minutes and the water and excess hydrazine hydrate were distilled at 210° C. with stirring over two hours and the mixture was cooled and diluted with water. The mixture was extracted with ethyl acetate and the or... Reaction SMILES: [CH3:17][C:18](=[O:19])[CH3:20].[Cl-:16].[Cl:3][CH:4]([C:5](=[O:6])[O:7][CH3:8])[c:9]1[cH:10][cH:11][cH:12][cH:13][cH:14]1.[I-:2].[Na+:15].[Na+:1]>>[I:2][CH:4]([C:5](=[O:6])[O:7][CH3:8])[c:9]1[cH:10][cH:11][cH:12][cH:13][cH:14]1. The product is COC(=O)C(I)c1ccccc1. Starting materials: CC(C)=O, [Cl-], COC(=O)C(Cl)c1ccccc1, [I-], [Na+], [Na+]. The reactants are ClC1=C(C=NC=C1)[N+](=O)[O-] (4-Chloro-3-nitro-pyridine), tetrakis triphenylphosphine palladium, BrC1=CC=C(C=C1)B(O)O (4-bromophenyl boronic acid), C([O-])([O-])=O.[K+].[K+] (potassium carbonate). Run in COCCOC (DME). Run at temperature 100 celsius. Product: BrC1=CC=C(C=C1)C1=C(C=NC=C1)[N+](=O)[O-] (4-(4-Bromo-phenyl)-3-nitro-pyridine). Yield: 76.1%. RXN SMILES: Cl[C:2]1[CH:7]=[CH:6][N:5]=[CH:4][C:3]=1[N+:8]([O-:10])=[O:9].[Br:11][C:12]1[CH:17]=[CH:16][C:15](B(O)O)=[CH:14][CH:13]=1.C(=O)([O-])[O-].[K+].[K+]>COCCOC>[Br:11][C:12]1[CH:17]=[CH:16][C:15]([C:2]2[CH:7]=[CH:6][N:5]=[CH:4][C:3]=2[N+:8]([O-:10])=[O:9])=[CH:14][CH:13]=1 |f:2.3.4|. Procedure: 4-Chloro-3-nitro-pyridine (6.9 g, 43.5 mmol), 4-bromophenyl boronic acid (8.05 g, 40.1 mmol), potassium carbonate (11.10 g, 80.3 mmol) and tetrakis triphenylphosphine palladium (2.31 g, 2.0 mmol) are taken up in DME (200 ml) and heated under reflux (100° C.) overnight. The mixture is cooled down to room temperature and filtered through Celite® pad, which is washed with EtOAc. The filtrate is concentrated to give a crude brown oil. Purification by flash chromatography (Silica gel-hexane/EtOAc) yi...